Dataset: the Open Reaction Database (ORD), a public repository of structured organic reaction records. Task: describe an organic reaction: reactants, conditions, products, and yield The yield is 90.2%. The reagents and catalysts are S(=O)(=O)(O)[O-].C(CCC)[N+](CCCC)(CCCC)CCCC (tetrabutylammonium hydrogen sulfate). Reactants: C1(=CC=C(C=C1)S)C1=CC=CC=C1 ([1,1'-biphenyl]-4-thiol), SC1=CC=C(C=C1)C1=CC=CC=C1 (4'-mercapto-1,1'-biphenyl), ClC(=O)OCC(C)C (isobutyl chloroformate), [OH-].[Na+] (NaOH). Procedure: A mixture of 9.3 g of [1,1'-biphenyl]-4-thiol (alternatively named 4'-mercapto-1,1'-biphenyl), 40 mL of dichloromethane, 0.21 g of tetrabutylammonium hydrogen sulfate, and 7.2 g of isobutyl chloroformate was cooled to 5° C. and 10.2 g of 20% aqueous NaOH was added over 10 min. The mixture was allowed to stir for 30 min at 15° C. the phases were separated, and the organic phase was concentrated to dryness. The residue was slurried in 100 mL of cold isopropanol, filtered, and suction-dried to affo... Solvent: ClCCl (dichloromethane). Yields the product C(SC1=CC=C(C=C1)C1=CC=CC=C1)(OCC(C)C)=O (S-([1,1'-biphenyl]-4-yl) O-(2-methylpropyl) carbonothioate). Reaction conditions: temperature 5 celsius, time 30 minute. As a reaction SMILES: [C:1]1([C:8]2[CH:13]=[CH:12][CH:11]=[CH:10][CH:9]=2)[CH:6]=[CH:5][C:4]([SH:7])=[CH:3][CH:2]=1.Cl[C:15]([O:17][CH2:18][CH:19]([CH3:21])[CH3:20])=[O:16].[OH-].[Na+]>S([O-])(O)(=O)=O.C([N+](CCCC)(CCCC)CCCC)CCC.ClCCl>[C:15](=[O:16])([O:17][CH2:18][CH:19]([CH3:21])[CH3:20])[S:7][C:4]1[CH:3]=[CH:2][C:1]([C:8]2[CH:13]=[CH:12][CH:11]=[CH:10][CH:9]=2)=[CH:6][CH:5]=1 |f:2.3,4.5|. The reactants are CN(C)CCCN(Cc1ccccc1)Cc1cccc(-c2ccc3c(c2)nnn3C(c2ccccc2)(c2ccccc2)c2ccccc2)c1, CCO, Cl, C1COCCO1. The product is CN(C)CCCN(Cc1ccccc1)Cc1cccc(-c2ccc3[nH]nnc3c2)c1. Reaction SMILES: [CH2:1]([c:2]1[cH:3][cH:4][cH:5][cH:6][cH:7]1)[N:8]([CH2:9][CH2:10][CH2:11][N:12]([CH3:13])[CH3:14])[CH2:15][c:16]1[cH:17][c:18](-[c:22]2[cH:23][c:24]3[c:25]([n:26]([C:29]([c:30]4[cH:31][cH:32][cH:33][cH:34][cH:35]4)([c:36]4[cH:37][cH:38][cH:39][cH:40][cH:41]4)[c:42]4[cH:43][cH:44][cH:45][cH:46][cH:47]4)[n:27][n:28]3)[cH:48][cH:49]2)[cH:19][cH:20][cH:21]1.[CH3:50][CH2:51][OH:52].[ClH:59].[O:53]1[CH2:54][CH2:55][O:56][CH2:57][CH2:58]1>>[CH2:1]([c:2]1[cH:3][cH:4][cH:5][cH:6][cH:7]1)[N:8]([CH2:9][CH2:10][CH2:11][N:12]([CH3:13])[CH3:14])[CH2:15][c:16]1[cH:17][c:18](-[c:22]2[cH:23][c:24]3[c:25]([nH:26][n:27][n:28]3)[cH:48][cH:49]2)[cH:19][cH:20][cH:21]1. Starting materials: C(CC)[Mg]Cl (n-PrMgCl), COC=1C(=C(C(=CC1)C)C1=NC=C(C2=CC=CC=C12)C=O)C (1-(3-methoxy-2,6-dimethyl-phenyl)-isoquinoline-4-carbaldehyde), N1N=NC2=C1C=CC=C2 (benzotriazole), CCO (EtOH), C1(=CC=CC=C1)C (toluene). Run in O (water), O (Water). Reaction conditions: temperature 0 celsius, time 15 minute. The product is C(C1=CC=CC=C1)N(C(CCC)C1=CN=C(C2=CC=CC=C12)C1=C(C(=CC=C1C)OC)C)CC (benzyl-ethyl-{1-[1-(3-methoxy-2,6-dimethyl-phenyl)-isoquinolin-4-yl]-butyl}-amine). Reaction SMILES: [CH3:1][O:2][C:3]1[C:4]([CH3:22])=[C:5]([C:10]2[C:19]3[C:14](=[CH:15][CH:16]=[CH:17][CH:18]=3)[C:13]([CH:20]=O)=[CH:12][N:11]=2)[C:6]([CH3:9])=[CH:7][CH:8]=1.[NH:23]1[C:27]2C=CC=C[C:26]=2N=N1.CCO.[CH2:35]([Mg]Cl)[CH2:36][CH3:37].[C:40]1([CH3:46])[CH:45]=[CH:44][CH:43]=[CH:42][CH:41]=1>O>[CH2:46]([N:23]([CH2:27][CH3:26])[CH:20]([C:13]1[C:14]2[C:19](=[CH:18][CH:17]=[CH:16][CH:15]=2)[C:10]([C:5]2[C:6]([CH3:9])=[CH:7][CH:8]=[C:3]([O:2][CH3:1])[C:4]=2[CH3:22])=[N:11][CH:12]=1)[CH2:35][CH2:36][CH3:37])[C:40]1[CH:45]=[CH:44][CH:43]=[CH:42][CH:41]=1. Procedure: A mixture of the aldehyde from Step 1 (115 mg, 0.39 mmol), benzotriazole (50 mg, 0.41 mmol), and EtOH (0.5 ml) in toluene (8 ml) is heated to reflux for 2 h under a Dean-Stark water trap. The solvents are removed completely by using IR-Dancer and the residue is dissolved in THF (6 ml). After cooling to 0° C., n-PrMgCl (0.3 ml of 2M solution in Et2O, 0.59 mmol) is added slowly and the mixture is stirred for 15 min at ambient temperature. Water is added and the mixture is extracted with EtOAc. The... Reactants: COc1cccc(C2=NC(C)(C)CO2)c1OC, CC(C)[Mg+], [Cl-], C1CCOC1. The product is COc1cccc(C2=NC(C)(C)CO2)c1C(C)C. Reaction SMILES: [CH3:6][O:7][c:8]1[c:9]([C:16]2=[N:20][C:19]([CH3:21])([CH3:22])[CH2:18][O:17]2)[cH:10][cH:11][cH:12][c:13]1[O:14][CH3:15].[CH:2]([CH3:3])([CH3:4])[Mg+:5].[Cl-:1].[O:23]1[CH2:24][CH2:25][CH2:26][CH2:27]1>>[CH:2]([CH3:3])([CH3:4])[c:8]1[c:9]([C:16]2=[N:20][C:19]([CH3:21])([CH3:22])[CH2:18][O:17]2)[cH:10][cH:11][cH:12][c:13]1[O:14][CH3:15]. The reactants are ClC=1C(N(C(N(C1Cl)CC1=CC=C(C=C1)C1=C(C=CC=C1)C1=NN=NN1C(C1=CC=CC=C1)(C1=CC=CC=C1)C1=CC=CC=C1)=O)CCC)=O (5,6-dichloro-3-propyl-1-[[2'-(N-trityltetrazol-5-yl)biphenyl-4-yl]methyl]pyrimidine-2,4(1H,3H)-dione), C(C)(CC)S (sec-butylmercaptan), C([O-])([O-])=O.[K+].[K+] (potassium carbonate). Solvent: C(C)#N (acetonitrile). Conditions: time 1 hour. The product is ClC=1C(N(C(N(C1SC(CC)C)CC1=CC=C(C=C1)C1=C(C=CC=C1)C1=NN=NN1)=O)CCC)=O (5-Chloro-6-(1-methylpropylthio)-3-propyl-1-[[2'-(1H-tetrazol-5-yl)biphenyl-4-yl]methyl]pyrimidine-2,4(1H,3H)-dione). Isolated yield 56.0%. Reaction SMILES: [Cl:1][C:2]1[C:3](=[O:50])[N:4]([CH2:47][CH2:48][CH3:49])[C:5](=[O:46])[N:6]([CH2:9][C:10]2[CH:15]=[CH:14][C:13]([C:16]3[CH:21]=[CH:20][CH:19]=[CH:18][C:17]=3[C:22]3[N:26](C(C4C=CC=CC=4)(C4C=CC=CC=4)C4C=CC=CC=4)[N:25]=[N:24][N:23]=3)=[CH:12][CH:11]=2)[C:7]=1Cl.[CH:51]([SH:55])([CH2:53][CH3:54])[CH3:52].C(=O)([O-])[O-].[K+].[K+]>C(#N)C>[Cl:1][C:2]1[C:3](=[O:50])[N:4]([CH2:47][CH2:48][CH3:49])[C:5](=[O:46])[N:6]([CH2:9][C:10]2[CH:11]=[CH:12][C:13]([C:16]3[CH:21]=[CH:20][CH:19]=[CH:18][C:17]=3[C:22]3[NH:26][N:25]=[N:24][N:23]=3)=[CH:14][CH:15]=2)[C:7]=1[S:55][CH:51]([CH3:52])[CH2:53][CH3:54] |f:2.3.4|. Reported procedure: A mixture of 5,6-dichloro-3-propyl-1-[[2'-(N-trityltetrazol-5-yl)biphenyl-4-yl]methyl]pyrimidine-2,4(1H,3H)-dione (0.22 g), sec-butylmercaptan (0.04 g) and potassium carbonate (0.09 g) in acetonitrile (5 ml) was heated under reflux for 4 hours. The reaction mixture was concentrated to dryness. The resulting residue was dissolved in methanol (15 ml) and 1N hydrochloric acid (1.5 ml) and the mixture was stirred at room temperature for 1 hour. The reaction mixture was concentrated to dryness and th... The reactants are COC1=C(C=O)C=CC=C1[N+](=O)[O-] (2-methoxy-3-nitro-benzaldehyde), stannous chloride, C(C)(C)(C)NC(=O)C1CCNCC1 (piperidine-4-carboxylic acid tert-butylamide), C(C)(C)(C)NC(=O)C1CCN(CC1)CC1=C(C(=CC=C1)[N+](=O)[O-])OC (1-(2-methoxy-3-nitro-benzyl)-piperidine-4-carboxylic acid tert-butylamide). Yields the product C(C)(C)(C)NC(=O)C1CCN(CC1)CC1=C(C(=CC=C1)N)OC (1-(3-Amino-2-methoxy-benzyl)-piperidine-4-carboxylic acid tert-butylamide). As a reaction SMILES: COC1C([N+]([O-])=O)=CC=CC=1C=O.C(NC(C1CCNCC1)=O)(C)(C)C.[C:27]([NH:31][C:32]([CH:34]1[CH2:39][CH2:38][N:37]([CH2:40][C:41]2[CH:46]=[CH:45][CH:44]=[C:43]([N+:47]([O-])=O)[C:42]=2[O:50][CH3:51])[CH2:36][CH2:35]1)=[O:33])([CH3:30])([CH3:29])[CH3:28]>>[C:27]([NH:31][C:32]([CH:34]1[CH2:35][CH2:36][N:37]([CH2:40][C:41]2[CH:46]=[CH:45][CH:44]=[C:43]([NH2:47])[C:42]=2[O:50][CH3:51])[CH2:38][CH2:39]1)=[O:33])([CH3:30])([CH3:29])[CH3:28]. Procedure details: The title compound is prepared according to the reactions described for BB-5 above starting from 2-methoxy-3-nitro-benzaldehyde and piperidine-4-carboxylic acid tert-butylamide yielding after reductive amination 1-(2-methoxy-3-nitro-benzyl)-piperidine-4-carboxylic acid tert-butylamide; LC-MS A: tR=0.61 min; [M+H]+=350.22 followed by reduction with stannous chloride the title compound; LC-MS A: tR=0.52 min; [M+H]+=320.27. Starting materials: CCCOc1c(-c2cccc3sc(C(C)=O)cc23)cc(C(C)C)cc1C(C)C, CCOC(=O)CP(=O)(OCC)OCC, [H-], [Na+], CN(C)C=O, O. Yields the product CCCOc1c(-c2cccc3sc(C(C)=CC(=O)OCC)cc23)cc(C(C)C)cc1C(C)C. RXN SMILES: [C:17]([CH3:18])(=[O:19])[c:20]1[cH:21][c:22]2[c:23]([s:24]1)[cH:25][cH:26][cH:27][c:28]2-[c:29]1[c:30]([O:41][CH2:42][CH2:43][CH3:44])[c:31]([CH:38]([CH3:39])[CH3:40])[cH:32][c:33]([CH:35]([CH3:36])[CH3:37])[cH:34]1.[CH3:3][CH2:4][O:5][C:6](=[O:7])[CH2:8][P:9]([O:10][CH2:11][CH3:12])([O:13][CH2:14][CH3:15])=[O:16].[H-:2].[Na+:1].[O:46]=[CH:47][N:48]([CH3:49])[CH3:50].[OH2:45]>>[CH3:3][CH2:4][O:5][C:6](=[O:7])[CH:8]=[C:17]([CH3:18])[c:20]1[cH:21][c:22]2[c:23]([s:24]1)[cH:25][cH:26][cH:27][c:28]2-[c:29]1[c:30]([O:41][CH2:42][CH2:43][CH3:44])[c:31]([CH:38]([CH3:39])[CH3:40])[cH:32][c:33]([CH:35]([CH3:36])[CH3:37])[cH:34]1.